This data is from the Open Reaction Database (ORD), a public repository of structured organic reaction records. The task is: describe an organic reaction: reactants, conditions, products, and yield Starting materials: O=C([O-])[O-], CC#N, Cc1nc2c(C)cccn2c(=O)c1CCCl, [K+], [K+], C1=C(c2c[nH]c3ccccc23)CCNC1, O. Yields the product Cc1nc2c(C)cccn2c(=O)c1CCN1CC=C(c2c[nH]c3ccccc23)CC1. Reaction SMILES: [C:32](=[O:33])([O-:34])[O-:35].[CH3:38][C:39]#[N:40].[Cl:16][CH2:17][CH2:18][c:19]1[c:20]([CH3:31])[n:21][c:22]2[n:23]([c:24]1=[O:25])[cH:26][cH:27][cH:28][c:29]2[CH3:30].[K+:36].[K+:37].[NH:1]1[CH2:2][CH2:3][C:4]([c:7]2[cH:8][nH:9][c:10]3[cH:11][cH:12][cH:13][cH:14][c:15]23)=[CH:5][CH2:6]1.[OH2:41]>>[N:1]1([CH2:17][CH2:18][c:19]2[c:20]([CH3:31])[n:21][c:22]3[n:23]([c:24]2=[O:25])[cH:26][cH:27][cH:28][c:29]3[CH3:30])[CH2:2][CH2:3][C:4]([c:7]2[cH:8][nH:9][c:10]3[cH:11][cH:12][cH:13][cH:14][c:15]23)=[CH:5][CH2:6]1. The reactants are CCO, CS(C)=O, Clc1ccnc2ccccc12, Cc1cc(Nc2cccc(NC(=O)c3ccc(N)cc3)c2)nc(N)n1, O. The product is Cl, Cc1cc(Nc2cccc(NC(=O)c3ccc(Nc4ccnc5ccccc45)cc3)c2)nc(N)n1. Reaction SMILES: [CH3:26][CH2:27][OH:28].[CH3:41][S:42]([CH3:43])=[O:44].[Cl:30][c:31]1[cH:32][cH:33][n:34][c:35]2[cH:36][cH:37][cH:38][cH:39][c:40]12.[NH2:1][c:2]1[cH:3][cH:4][c:5]([C:6](=[O:7])[NH:8][c:9]2[cH:10][c:11]([NH:15][c:16]3[n:17][c:18]([NH2:23])[n:19][c:20]([CH3:22])[cH:21]3)[cH:12][cH:13][cH:14]2)[cH:24][cH:25]1.[OH2:29]>>[ClH:30].[NH:1]([c:2]1[cH:3][cH:4][c:5]([C:6](=[O:7])[NH:8][c:9]2[cH:10][c:11]([NH:15][c:16]3[n:17][c:18]([NH2:23])[n:19][c:20]([CH3:22])[cH:21]3)[cH:12][cH:13][cH:14]2)[cH:24][cH:25]1)[c:31]1[cH:32][cH:33][n:34][c:35]2[cH:36][cH:37][cH:38][cH:39][c:40]12. The reactants are N (ammonia), CC(C)=C.C1(\C=C/C(=O)O1)=O (isobutylene maleic anhydride), C=CC(C)=C (ISOPRENE). Run at temperature 180 celsius. The product is CC(C)=C.C1(C=CC(N1)=O)=O.C1(\C=C/C(=O)O1)=O (isobutylene maleic imide maleic anhydride). As a reaction SMILES: [NH3:1].[CH3:2][C:3](=[CH2:5])[CH3:4].[C:6]1(=[O:12])[O:11][C:9](=[O:10])[CH:8]=[CH:7]1.C=CC(=C)C>>[CH3:4][C:3](=[CH2:2])[CH3:5].[C:6]1(=[O:12])[NH:1][C:9](=[O:10])[CH:8]=[CH:7]1.[C:9]1(=[O:10])[O:11][C:6](=[O:12])[CH:7]=[CH:8]1 |f:1.2,4.5.6|. Procedure details: In an ammonia gas atmosphere, 100 parts of an isobutylene-maleic anhydride copolymer (sold under the trade name "ISOBAN 04" by KURARAY ISOPRENE K.K. of Kita-ku, Osaka, Japan) was heated to 180° C. to obtain an isobutylene-maleic imide-maleic anhydride copolymer. Then placed in a reactor were 40 parts of the isobutylene-maleic imide-maleic anhydride copolymer, 7 parts of 25% ammonia water and 160 parts of water. The mixture in the reactor was heated at 85° C. for 2 hours, thereby obtaining an aqu... Starting materials: O=C([O-])[O-], CI, CC(C)=O, [K+], [K+], O, O=C1Nc2ccc(Cl)cc2C1c1ccccc1. The product is CC1(c2ccccc2)C(=O)Nc2ccc(Cl)cc21. As a reaction SMILES: [C:18](=[O:19])([O-:20])[O-:21].[CH3:24][I:25].[CH3:26][C:27](=[O:28])[CH3:29].[K+:22].[K+:23].[OH2:30].[c:1]1([CH:7]2[C:8](=[O:17])[NH:9][c:10]3[cH:11][cH:12][c:13]([Cl:16])[cH:14][c:15]32)[cH:2][cH:3][cH:4][cH:5][cH:6]1>>[c:1]1([C:7]2([CH3:18])[C:8](=[O:17])[NH:9][c:10]3[cH:11][cH:12][c:13]([Cl:16])[cH:14][c:15]32)[cH:2][cH:3][cH:4][cH:5][cH:6]1. Reactants: CCOC(=O)c1sc(-n2cnc3ccc(CN4CCN(C)CC4)cc32)nc1-c1cccc(Cl)c1, [Li+], C1CCOC1, [OH-], O. Yields the product CN1CCN(Cc2ccc3ncn(-c4nc(-c5cccc(Cl)c5)c(C(=O)O)s4)c3c2)CC1. Reaction SMILES: [CH2:1]([CH3:2])[O:3][C:4](=[O:5])[c:6]1[c:7](-[c:28]2[cH:29][c:30]([Cl:34])[cH:31][cH:32][cH:33]2)[n:8][c:9](-[n:11]2[cH:12][n:13][c:14]3[c:15]2[cH:16][c:17]([CH2:20][N:21]2[CH2:22][CH2:23][N:24]([CH3:27])[CH2:25][CH2:26]2)[cH:18][cH:19]3)[s:10]1.[Li+:35].[O:37]1[CH2:38][CH2:39][CH2:40][CH2:41]1.[OH-:36].[OH2:42]>>[O:3]=[C:4]([OH:5])[c:6]1[c:7](-[c:28]2[cH:29][c:30]([Cl:34])[cH:31][cH:32][cH:33]2)[n:8][c:9](-[n:11]2[cH:12][n:13][c:14]3[c:15]2[cH:16][c:17]([CH2:20][N:21]2[CH2:22][CH2:23][N:24]([CH3:27])[CH2:25][CH2:26]2)[cH:18][cH:19]3)[s:10]1. The reactants are COc1nc(C=CC(=O)O)ccc1-n1cnc(C)c1, CCN(C(C)C)C(C)C, ClC(Cl)Cl, CC(C)OC(=O)Cl, CCOC(=O)Cl, N, CN(C)C=O, O. The product is COc1nc(C=CC(N)=O)ccc1-n1cnc(C)c1. Reaction SMILES: [CH3:8][O:9][c:10]1[c:11](-[n:21]2[cH:22][n:23][c:24]([CH3:26])[cH:25]2)[cH:12][cH:13][c:14]([CH:16]=[CH:17][C:18](=[O:19])[OH:20])[n:15]1.[CH:27]([N:30]([CH2:28][CH3:29])[CH:31]([CH3:32])[CH3:33])([CH3:34])[CH3:35].[CH:49]([Cl:50])([Cl:51])[Cl:52].[Cl:1][C:2]([O:3][CH:4]([CH3:5])[CH3:6])=[O:7].[Cl:36][C:37]([O:38][CH2:39][CH3:40])=[O:41].[NH3:42].[O:43]=[CH:44][N:45]([CH3:46])[CH3:47].[OH2:48]>>[CH3:8][O:9][c:10]1[c:11](-[n:21]2[cH:22][n:23][c:24]([CH3:26])[cH:25]2)[cH:12][cH:13][c:14]([CH:16]=[CH:17][C:18](=[O:19])[NH2:30])[n:15]1.